Task: describe an organic reaction: reactants, conditions, products, and yield. Dataset: the Open Reaction Database (ORD), a public repository of structured organic reaction records Reactants: [Br-].[Br-].[Br-].[NH+]1=CC=CC=C1.[NH+]1=CC=CC=C1.[NH+]1=CC=CC=C1 (Pyridinium tribromide), resin, Br3, C(C)(=O)C1=CC=C(C(=O)NC2=CC=C(C=C2)F)C=C1 (4-acetyl-N-(4-fluorophenyl)benzamide). Run in CO (methanol). Reaction conditions: temperature 40 celsius. The product is BrCC(=O)C1=CC=C(C(=O)NC2=CC=C(C=C2)F)C=C1 (4-(bromoacetyl)-N-(4-fluorophenyl)benzamide). RXN SMILES: [C:1]([C:4]1[CH:19]=[CH:18][C:7]([C:8]([NH:10][C:11]2[CH:16]=[CH:15][C:14]([F:17])=[CH:13][CH:12]=2)=[O:9])=[CH:6][CH:5]=1)(=[O:3])[CH3:2].[Br-:20].[Br-].[Br-].[NH+]1C=CC=CC=1.[NH+]1C=CC=CC=1.[NH+]1C=CC=CC=1>CO>[Br:20][CH2:2][C:1]([C:4]1[CH:19]=[CH:18][C:7]([C:8]([NH:10][C:11]2[CH:16]=[CH:15][C:14]([F:17])=[CH:13][CH:12]=2)=[O:9])=[CH:6][CH:5]=1)=[O:3] |f:1.2.3.4.5.6|. Reported procedure: 4-acetyl-N-(4-fluorophenyl)benzamide (1.5 g, 0.00583 mol) is dissolved in 100 ml of methanol. Pyridinium tribromide resin is added (4 g of resin to 2 mmol of Br3 per gram, 0.0081 mol) followed by heating for 4 hours at 40° C. The reaction medium is filtered on frit, rinsed with methanol and evaporated to dryness. A pale yellow-coloured powder is obtained. Reactants: CCC(C)(C)[O-].[K+] (Potassium tert-pentylate), C1(=CC=CC=C1)CC#N (phenylacteonitrile), C(C)OC(C1=CC(=NC=C1)C)=O (2-methyl-isonicotinic acid ethyl ester). The solvent is C1CCOC1 (THF). Conditions: time 45 minute. Product: CC1=NC=CC(=C1)C(C(C#N)C1=CC=CC=C1)=O (3-(2-Methyl-pyridin-4-yl)-3-oxo-2-phenyl-propionitrile). Reaction SMILES: CCC([O-])(C)C.[K+].[C:8]1([CH2:14][C:15]#[N:16])[CH:13]=[CH:12][CH:11]=[CH:10][CH:9]=1.C([O:19][C:20](=O)[C:21]1[CH:26]=[CH:25][N:24]=[C:23]([CH3:27])[CH:22]=1)C>C1COCC1>[CH3:27][C:23]1[CH:22]=[C:21]([C:20](=[O:19])[CH:14]([C:8]2[CH:13]=[CH:12][CH:11]=[CH:10][CH:9]=2)[C:15]#[N:16])[CH:26]=[CH:25][N:24]=1 |f:0.1|. Procedure details: Potassium tert-pentylate (25% in toluene, 11.3 mL, 20 mmol) was added dropwise to a solution of phenylacteonitrile (590 mg, 5.0 mmol, [CAS Reg. No. 140-29-4]) in THF (8 mL). After 45 min, 2-methyl-isonicotinic acid ethyl ester (998 mg, 6.0 mmol, [CAS Reg. No. 25635-17-0]) was added drop wise, and the mixture was stirred for 3 h at r.t. The solvent was evaporated, and the residue was taken up in ethyl acetate, and washed with 1N aqueous HCl. The combined water layers were saturated with NaCl, and... Reactants: CC1(C2CCC1C(=O)OC2=O)C (2,2-Dimethylcyclopentane-1,3-dicarboxylic anhydride), NCCCCN1CCN(CC1)C1=NC=CC=N1 (1-(4-aminobutyl)-4-(2-pyrimidinyl)piperazine), C=1(C(=CC=CC1)C)C (xylene). Run in O (water). Product: N1=C(N=CC=C1)N1CCN(CC1)CCCCN1C(C2CCC(C1=O)C2(C)C)=O (3-[4-[4-(2-Pyrimidinyl)-1-piperazinyl]butyl]-8,8-dimethyl-3-azabicyclo[3.2.1]octane-2,4-dione). RXN SMILES: [CH3:1][C:2]1([CH3:12])[CH:6]2[C:7]([O:9][C:10](=[O:11])[CH:3]1[CH2:4][CH2:5]2)=O.[NH2:13][CH2:14][CH2:15][CH2:16][CH2:17][N:18]1[CH2:23][CH2:22][N:21]([C:24]2[N:29]=[CH:28][CH:27]=[CH:26][N:25]=2)[CH2:20][CH2:19]1.C1(C)C(C)=CC=CC=1>O>[N:25]1[CH:26]=[CH:27][CH:28]=[N:29][C:24]=1[N:21]1[CH2:22][CH2:23][N:18]([CH2:17][CH2:16][CH2:15][CH2:14][N:13]2[C:7](=[O:9])[CH:6]3[C:2]([CH3:1])([CH3:12])[CH:3]([CH2:4][CH2:5]3)[C:10]2=[O:11])[CH2:19][CH2:20]1. Procedure details: 2,2-Dimethylcyclopentane-1,3-dicarboxylic anhydride (1.68 g., 10 mmole) and 1-(4-aminobutyl)-4-(2-pyrimidinyl)piperazine (2.55 g., 11 mmole) were combined in 500 ml. of xylene and refluxed for 48 hours with water removal via a Dean-Stark trap. The solvent was removed in vacuo and the residue column chromatographed on 100 g. of silica gel using a gradient elution from straight chloroform to 5% ethanol/chloroform. Concentration of the product in vacuum and recrystallization from isopropanol with a...